From a dataset of the Open Reaction Database (ORD), a public repository of structured organic reaction records. describe an organic reaction: reactants, conditions, products, and yield Starting materials: C(CC=C=CCC)(=O)OCC (ethyl 3,4-heptadienoate), Cl (HCl). The reagents and catalysts are [OH-].[K+] (KOH). Solvent: C(CC)O (propanol). Product: C(C=CC=CCC)(=O)OCC (Ethyl 2,4-heptadienoate). Yield: 92.0%. RXN SMILES: [C:1]([O:9][CH2:10][CH3:11])(=[O:8])[CH2:2][CH:3]=[C:4]=[CH:5][CH2:6][CH3:7].Cl>C(O)CC.[OH-].[K+]>[C:1]([O:9][CH2:10][CH3:11])(=[O:8])[CH:2]=[CH:3][CH:4]=[CH:5][CH2:6][CH3:7] |f:3.4|. Reported procedure: 20 g of the ethyl 3,4-heptadienoate obtained in Example 1 was agitated at 40°C. for 2 hours in 80 ml of propanol in the presence of 3 ml of 4N KOH as a catalyst. The resulting reaction mixture was neutralized with 4N HCl, dried and distilled. Ethyl 2,4-heptadienoate was obtained in a yield of 92% from a fraction boiling at 64.5°C. under 2.5 mm Hg. The double bond at the 2-position was of the trans-form and the double bond at the 4-position was composed of 55% of the cis-form and 45% of the trans...